Dataset: the Open Reaction Database (ORD), a public repository of structured organic reaction records. Task: describe an organic reaction: reactants, conditions, products, and yield Starting materials: CC1=NC(CO)(c2ccc3c(C(F)(F)F)c(OC4CCC(C(C)(C)C)CC4)ccc3c2)CO1, O=C([O-])O, CCN(CC)P(OC(C)(C)C)OC(C)(C)C, O=C(OO)c1cccc(Cl)c1, [Na+], [Na+], [Na+], C1CCOC1, O=S([O-])([O-])=S, c1nnn[nH]1. The product is CC1=NC(COP(=O)(OC(C)(C)C)OC(C)(C)C)(c2ccc3c(C(F)(F)F)c(OC4CCC(C(C)(C)C)CC4)ccc3c2)CO1. RXN SMILES: [C:1]([CH3:2])([CH3:3])([CH3:4])[CH:5]1[CH2:6][CH2:7][CH:8]([O:11][c:12]2[c:13]([C:30]([F:31])([F:32])[F:33])[c:14]3[cH:15][cH:16][c:17]([C:22]4([CH2:28][OH:29])[N:23]=[C:24]([CH3:27])[O:25][CH2:26]4)[cH:18][c:19]3[cH:20][cH:21]2)[CH2:9][CH2:10]1.[C:78](=[O:79])([OH:80])[O-:81].[CH2:34]([N:35]([CH2:36][CH3:48])[P:37]([O:38][C:39]([CH3:40])([CH3:41])[CH3:42])[O:43][C:44]([CH3:45])([CH3:46])[CH3:47])[CH3:49].[Cl:55][c:56]1[cH:57][cH:58][cH:59][c:60]([C:61]([O:62][OH:64])=[O:63])[cH:65]1.[Na+:71].[Na+:72].[Na+:82].[O:73]1[CH2:74][CH2:75][CH2:76][CH2:77]1.[S:66]([O-:67])([O-:68])(=[O:69])=[S:70].[nH:50]1[cH:51][n:52][n:53][n:54]1>>[C:1]([CH3:2])([CH3:3])([CH3:4])[CH:5]1[CH2:6][CH2:7][CH:8]([O:11][c:12]2[c:13]([C:30]([F:31])([F:32])[F:33])[c:14]3[cH:15][cH:16][c:17]([C:22]4([CH2:28][O:29][P:37]([O:38][C:39]([CH3:40])([CH3:41])[CH3:42])([O:43][C:44]([CH3:45])([CH3:46])[CH3:47])=[O:63])[N:23]=[C:24]([CH3:27])[O:25][CH2:26]4)[cH:18][c:19]3[cH:20][cH:21]2)[CH2:9][CH2:10]1. Starting materials: C1(CC1)NN (cyclopropylhydrazine), CN(C=CC(C(=O)OCC)=O)C (ethyl 4-(Dimethylamino)-2-oxobut-3-enoate). Yields the product C1(CC1)N1N=CC=C1C(=O)OCC (ethyl 1-cyclopropyl-1H-pyrazole-5-carboxylate). Reaction SMILES: [CH:1]1([NH:4][NH2:5])[CH2:3][CH2:2]1.CN(C)[CH:8]=[CH:9][C:10](=O)[C:11]([O:13][CH2:14][CH3:15])=[O:12]>>[CH:1]1([N:4]2[C:10]([C:11]([O:13][CH2:14][CH3:15])=[O:12])=[CH:9][CH:8]=[N:5]2)[CH2:3][CH2:2]1. Reported procedure: The title compound was prepared in analogy to the procedure described in Step 17.3 using cyclopropylhydrazine (Step 17.2) and ethyl 4-(Dimethylamino)-2-oxobut-3-enoate at 125° C. for 8 hr. The crude product was purified by silica gel column chromatography (hexane/EtOAc 2.5-45%). tR: 4.40 min (HPLC 1); tR: 0.91 min (LC-MS 2); ESI-MS: 181 [M+H]+ (LC-MS 2); Rf=0.85 (hexane/EtOAc 1:1).